From a dataset of the Open Reaction Database (ORD), a public repository of structured organic reaction records. describe an organic reaction: reactants, conditions, products, and yield The solvent is [OH-].[K+] (potassium hydroxide). Starting materials: CC1=C(C=CC2=C1N=CS2)C(=O)OC (methyl 4-methylbenzothiazole-5-carboxylate), P(O)(O)(O)=O (phosphoric acid). Procedure details: 16.6 g of methyl 4-methylbenzothiazole-5-carboxylate (0.08 mol) were dissolved in 280 ml of 5% strength aqueous potassium hydroxide solution and heated at reflux for 2.5 h. After cooling, the mixture was acidified using phosphoric acid. The product was filtered off and subsequently dried. The product is CC1=C(C=CC2=C1N=CS2)C(=O)O (4-Methylbenzothiazole-5-carboxylic Acid). RXN SMILES: [CH3:1][C:2]1[C:7]2[N:8]=[CH:9][S:10][C:6]=2[CH:5]=[CH:4][C:3]=1[C:11]([O:13]C)=[O:12].P(=O)(O)(O)O>[OH-].[K+]>[CH3:1][C:2]1[C:7]2[N:8]=[CH:9][S:10][C:6]=2[CH:5]=[CH:4][C:3]=1[C:11]([OH:13])=[O:12] |f:2.3|. Reactants: resultant mixture, CN(C=O)C (N,N-dimethylformamide), [O-]CCCC.[K+] (potassium butoxide), ice water, CC(C(C)=O)=CCC1C(C(CC1)C)(C)C (3-methyl-5-(2,2,3-trimethyl-cyclopent-1-yl)-pent-3-ene-2-one). The solvent is C(C)(=O)O (acetic acid). Conditions: temperature 10 celsius. Yields the product CC(C(C)=O)C=CC1C(C(CC1)C)(C)C (3-methyl-5-(2,2,3-trimethyl-cyclopent-1-yl)-pent-4-en-2-one). The yield is 20.8%. Reaction SMILES: CN(C)C=O.[O-]CCCC.[K+].[CH3:12][C:13](=[CH:17][CH2:18][CH:19]1[CH2:23][CH2:22][CH:21]([CH3:24])[C:20]1([CH3:26])[CH3:25])[C:14](=[O:16])[CH3:15]>C(O)(=O)C>[CH3:12][CH:13]([CH:17]=[CH:18][CH:19]1[CH2:23][CH2:22][CH:21]([CH3:24])[C:20]1([CH3:25])[CH3:26])[C:14](=[O:16])[CH3:15] |f:1.2|. Procedure details: To a mixture of 100 ml of N,N-dimethylformamide and 13 g (0.18 mole) of powdered potassium butoxide, maintained at 20°-30° C. are added slowly within 1 hour 25 g (0.12 mole) of 3-methyl-5-(2,2,3-trimethyl-cyclopent-1-yl)-pent-3-ene-2-one. The resultant mixture is stirred at ambient temperature for 4 hours (reaction is monitored by GC) and is cooled to 10° C. The reaction mixture is drained out of the reaction flask into a beaker containing 20 ml of glacial acetic acid and 50 ml of ice water whic... The reactants are BrC=1C=C2CCNC(C2=CC1)=O (6-Bromo-3,4-dihydro-2H-isoquinolin-1-one), C1(CC1)B(O)O (cyclopropylboronic acid), K3PO4 hexahydrate. The reagents and catalysts are C1(CCCCC1)P(C1CCCCC1)C1CCCCC1 (tricyclohexylphosphine), CC(=O)[O-].CC(=O)[O-].[Pd+2] (Pd(OAc)2). Solvent: C1(=CC=CC=C1)C (toluene), O (H2O). Reaction conditions: temperature 100 celsius. Yields the product C1(CC1)C=1C=C2CCNC(C2=CC1)=O (6-Cyclopropyl-3,4-dihydro-2H-isoquinolin-1-one). Isolated yield 97.2%. RXN SMILES: Br[C:2]1[CH:3]=[C:4]2[C:9](=[CH:10][CH:11]=1)[C:8](=[O:12])[NH:7][CH2:6][CH2:5]2.[CH:13]1(B(O)O)[CH2:15][CH2:14]1>C1(C)C=CC=CC=1.O.CC([O-])=O.CC([O-])=O.[Pd+2].C1(P(C2CCCCC2)C2CCCCC2)CCCCC1>[CH:13]1([C:2]2[CH:3]=[C:4]3[C:9](=[CH:10][CH:11]=2)[C:8](=[O:12])[NH:7][CH2:6][CH2:5]3)[CH2:15][CH2:14]1 |f:4.5.6|. Reported procedure: To a round bottomed flask charged with 6-Bromo-3,4-dihydro-2H-isoquinolin-1-one (16.9 g, 74.7 mmol), cyclopropylboronic acid (9.45 g, 1.5 equiv), tricyclohexylphosphine (1.04 mg, 0.025 equiv), and K3PO4 hexahydrate (50 g, 2 equiv) in toluene (210 mL) and H2O (15 mL) was added Pd(OAc)2 (100 mg, 0.05 equiv).The combined mixture was heated for 4 h at 100° C. The reaction mixture was cooled, filtered and washed with toluene. The organic phase was partitioned and washed with water and brine, dried ov... Yields the product COc1ccc(CC2CCS(=O)(=O)CC2)c(N)c1. Starting materials: O=C([O-])[O-], CO, Cl, [K+], [K+], [Li+], COc1ccc(CC2CCS(=O)(=O)CC2)c(NC(=O)C(F)(F)F)c1, [OH-], O, O. Reaction SMILES: [C:25](=[O:26])([O-:27])[O-:28].[CH3:35][OH:36].[ClH:34].[K+:29].[K+:30].[Li+:33].[O:1]=[S:2]1(=[O:24])[CH2:3][CH2:4][CH:5]([CH2:8][c:9]2[c:10]([NH:17][C:18](=[O:19])[C:20]([F:21])([F:22])[F:23])[cH:11][c:12]([O:15][CH3:16])[cH:13][cH:14]2)[CH2:6][CH2:7]1.[OH-:32].[OH2:31].[OH2:37]>>[O:1]=[S:2]1(=[O:24])[CH2:3][CH2:4][CH:5]([CH2:8][c:9]2[c:10]([NH2:17])[cH:11][c:12]([O:15][CH3:16])[cH:13][cH:14]2)[CH2:6][CH2:7]1. The reactants are OC=1C=2N(C=CC1)C=C(N2)C (8-hydroxy-2-methylimidazo[1,2-a]pyridine), ClC1=C(CBr)C(=CC=C1[N+](=O)[O-])Cl (2,6-dichloro-3-nitrobenzyl bromide), C([O-])([O-])=O.[K+].[K+] (potassium carbonate). Solvent: CN(C=O)C (N,N-dimethylformamide), O (water). Run at temperature 60 celsius, time 2 hour. Yields the product ClC1=C(COC=2C=3N(C=CC2)C=C(N3)C)C(=CC=C1[N+](=O)[O-])Cl (8-(2,6-dichloro-3-nitrobenzyloxy)-2-methylimidazo[1,2-a]pyridine). Isolated yield 24.4%. As a reaction SMILES: [OH:1][C:2]1[C:3]2[N:4]([CH:8]=[C:9]([CH3:11])[N:10]=2)[CH:5]=[CH:6][CH:7]=1.[Cl:12][C:13]1[C:20]([N+:21]([O-:23])=[O:22])=[CH:19][CH:18]=[C:17]([Cl:24])[C:14]=1[CH2:15]Br.C(=O)([O-])[O-].[K+].[K+]>CN(C)C=O.O>[Cl:12][C:13]1[C:20]([N+:21]([O-:23])=[O:22])=[CH:19][CH:18]=[C:17]([Cl:24])[C:14]=1[CH2:15][O:1][C:2]1[C:3]2[N:4]([CH:8]=[C:9]([CH3:11])[N:10]=2)[CH:5]=[CH:6][CH:7]=1 |f:2.3.4|. Reported procedure: A mixture of 8-hydroxy-2-methylimidazo[1,2-a]pyridine (207 mg), 2,6-dichloro-3-nitrobenzyl bromide (400 mg) and potassium carbonate (580 mg) in N,N-dimethylformamide (8 ml) was stirred for 2 hours at 60° C. The mixture was cooled and diluted with water. The separated oil was extracted with dichloromethane. The organic layer was washed with water, dried, and concentrated in vacuo. The residue was purified by flash chromatography on silica gel to give 8-(2,6-dichloro-3-nitrobenzyloxy)-2-methylimid... Starting materials: CC(Cc1ccc2c(c1)OC(CNC(=O)OCc1ccccc1)O2)N(C)C(=O)C(F)(F)F, CO, [H][H]. Yields the product CC(Cc1ccc2c(c1)OC(CN)O2)N(C)C(=O)C(F)(F)F. RXN SMILES: [CH2:1]([O:2][C:3](=[O:4])[NH:10][CH2:11][CH:12]1[O:13][c:14]2[c:15]([cH:17][cH:18][c:19]([CH2:21][CH:22]([CH3:23])[N:24]([C:25]([C:26]([F:27])([F:28])[F:29])=[O:30])[CH3:31])[cH:20]2)[O:16]1)[c:5]1[cH:6][cH:7][cH:8][cH:9][cH:32]1.[CH3:35][OH:36].[H:33][H:34]>>[NH2:10][CH2:11][CH:12]1[O:13][c:14]2[c:15]([cH:17][cH:18][c:19]([CH2:21][CH:22]([CH3:23])[N:24]([C:25]([C:26]([F:27])([F:28])[F:29])=[O:30])[CH3:31])[cH:20]2)[O:16]1. Starting materials: FC1=CC=C(C=C1)C1=CC=C(C=C1)[Mg]Br (4-(4-fluorophenyl)phenylmagnesium bromide), C1(=CC=CC=C1)[Si]1(CCC(CC1)C1CCC(CC1)=O)CCC (4-(4-phenyl-4-n-propyl-4-silacyclohexyl)cyclohexanone), alcohol. Yields the product C1(=CC=CC=C1)[Si]1(CCC(CC1)C1CCC(CC1)C1=C(C=CC=C1)C1=CC=C(C=C1)F)CCC (4-(4-phenyl-4-n-propyl-4-silacyclohexyl)cyclohexyl-4'-fluorobiphenyl). Reaction SMILES: [F:1][C:2]1[CH:7]=[CH:6][C:5]([C:8]2[CH:13]=[CH:12][C:11]([Mg]Br)=[CH:10][CH:9]=2)=[CH:4][CH:3]=1.[C:16]1([Si:22]2([CH2:35][CH2:36][CH3:37])[CH2:27][CH2:26][CH:25]([CH:28]3[CH2:33][CH2:32][C:31](=O)[CH2:30][CH2:29]3)[CH2:24][CH2:23]2)[CH:21]=[CH:20][CH:19]=[CH:18][CH:17]=1>>[C:16]1([Si:22]2([CH2:35][CH2:36][CH3:37])[CH2:27][CH2:26][CH:25]([CH:28]3[CH2:33][CH2:32][CH:31]([C:9]4[CH:10]=[CH:11][CH:12]=[CH:13][C:8]=4[C:5]4[CH:6]=[CH:7][C:2]([F:1])=[CH:3][CH:4]=4)[CH2:30][CH2:29]3)[CH2:24][CH2:23]2)[CH:21]=[CH:20][CH:19]=[CH:18][CH:17]=1. Procedure: In the same manner as in Example 6, 25 g of 4-(4-fluorophenyl)phenylmagnesium bromide was reacted with 31.5 g of 4-(4-phenyl-4-n-propyl-4-silacyclohexyl)cyclohexanone and the resultant alcohol was dehydrated, followed by catalytic reduction to obtain 4-(4-phenyl-4-n-propyl-4-silacyclohexyl)cyclohexyl-4'-fluorobiphenyl. The biphenyl product was then reacted with iodine monochloride, followed by reduction with lithium aluminohydride to obtain 14.4 g (yield: 36%) of the intended product. The produc... The reactants are Br[O-].[Na+] (sodium hypobromite), solution, Br[O-].[Na+] (sodium hypobromite), C(C)(=O)C1=CC=C(C=C1)C1=CC(=C(C=C1)OC)F (4-acetyl-3'-fluoro-4'-methoxybiphenyl), S(=O)(O)[O-].[Na+] (sodium hydrogen sulfite), Cl (hydrochloric acid). The solvent is O1CCOCC1 (dioxane). Reaction conditions: time 2 hour. Yields the product FC=1C=C(C=CC1OC)C1=CC=C(C=C1)C(=O)O (3'-fluoro-4'-methoxybiphenyl-4-carboxylic acid). Isolated yield 94.0%. RXN SMILES: [C:1]([C:4]1[CH:9]=[CH:8][C:7]([C:10]2[CH:15]=[CH:14][C:13]([O:16][CH3:17])=[C:12]([F:18])[CH:11]=2)=[CH:6][CH:5]=1)(=[O:3])C.Br[O-].[Na+].S([O-])(O)=[O:23].[Na+].Cl>O1CCOCC1>[F:18][C:12]1[CH:11]=[C:10]([C:7]2[CH:8]=[CH:9][C:4]([C:1]([OH:3])=[O:23])=[CH:5][CH:6]=2)[CH:15]=[CH:14][C:13]=1[O:16][CH3:17] |f:1.2,3.4|. Reported procedure: The resulting 4-acetyl-3'-fluoro-4'-methoxybiphenyl (7.2 g) was dissolved in 300 ml of dioxane, and 360 ml of a solution of sodium hypobromite (prepared from 75 g of sodium hydroxide and 78 g of bromine) was added over about 40 minutes at 0° to 5° C., and the mixture was stirred at 30° to 35° C. for 2 hours. The excess of sodium hypobromite was decomposed with a saturated aqueous solution of sodium hydrogen sulfite, and 10% hydrochloric acid was added to adjust the pH of the solution to 3 to 4. ... Starting materials: S(=O)([O-])[O-].[Na+].[Na+] (sodium sulfite), C([O-])([O-])=O.[K+].[K+] (Potassium carbonate), OO (hydrogen peroxide), aqueous solution, ClC1=C(CN2C(=C(C=3N=C(N(C(C32)=O)C)C#N)C#N)N3C[C@@H](CCC3)NC(OC(C)(C)C)=O)C=C(C=C1)F (tert-butyl {(3R)-1-[5-(2-chloro-5-fluorobenzyl)-2,7-dicyano-3-methyl-4-oxo-4,5-dihydro-3H-pyrrolo[3,2-d]pyrimidin-6-yl]piperidin-3-yl}carbamate). The solvent is CS(=O)C (dimethyl sulfoxide), O (water). Run at time 8 hour. Yields the product NC(=O)C=1N(C(C2=C(N1)C(=C(N2CC2=C(C=CC(=C2)F)Cl)N2C[C@@H](CCC2)NC(OC(C)(C)C)=O)C#N)=O)C (tert-Butyl {(3R)-1-[2-(aminocarbonyl)-5-(2-chloro-5-fluorobenzyl)-7-cyano-3-methyl-4-oxo-4,5-dihydro-3H-pyrrolo[3,2-d]pyrimidin-6-yl]piperidin-3-yl}carbamate). The yield is 46.0%. RXN SMILES: C(=O)([O-])[O-:2].[K+].[K+].OO.[Cl:9][C:10]1[CH:45]=[CH:44][C:43]([F:46])=[CH:42][C:11]=1[CH2:12][N:13]1[C:21]2[C:20](=[O:22])[N:19]([CH3:23])[C:18]([C:24]#[N:25])=[N:17][C:16]=2[C:15]([C:26]#[N:27])=[C:14]1[N:28]1[CH2:33][CH2:32][CH2:31][C@@H:30]([NH:34][C:35](=[O:41])[O:36][C:37]([CH3:40])([CH3:39])[CH3:38])[CH2:29]1.S([O-])([O-])=O.[Na+].[Na+]>CS(C)=O.O>[NH2:25][C:24]([C:18]1[N:19]([CH3:23])[C:20](=[O:22])[C:21]2[N:13]([CH2:12][C:11]3[CH:42]=[C:43]([F:46])[CH:44]=[CH:45][C:10]=3[Cl:9])[C:14]([N:28]3[CH2:33][CH2:32][CH2:31][C@@H:30]([NH:34][C:35](=[O:41])[O:36][C:37]([CH3:39])([CH3:40])[CH3:38])[CH2:29]3)=[C:15]([C:26]#[N:27])[C:16]=2[N:17]=1)=[O:2] |f:0.1.2,5.6.7|. Reported procedure: Potassium carbonate (42 mg) and then an aqueous hydrogen peroxide solution (a 30-35% aqueous solution, 170 μl) were added dropwise to a solution of tert-butyl {(3R)-1-[5-(2-chloro-5-fluorobenzyl)-2,7-dicyano-3-methyl-4-oxo-4,5-dihydro-3H-pyrrolo[3,2-d]pyrimidin-6-yl]piperidin-3-yl}carbamate (162 mg) in a mixture of dimethyl sulfoxide (10 ml) and water (2 ml), and the resulting mixture was stirred overnight at room temperature. A 10% aqueous sodium sulfite solution was added to the reaction solut... Product: COc1c(F)c(C(=O)O)c([N+](=O)[O-])c(F)c1Br. RXN SMILES: [Br:1][c:2]1[c:3]([O:13][CH3:14])[c:4]([F:12])[c:5]([C:6](=[O:7])[OH:8])[cH:9][c:10]1[F:11].[CH3:19][CH2:20][O:21][CH2:22][CH3:23].[CH3:30][CH2:31][CH2:32][CH2:33][CH2:34][CH3:35].[OH2:24].[OH:15][N+:16]([O-:17])=[O:18].[S:25](=[O:26])(=[O:27])([OH:28])[OH:29]>>[Br:1][c:2]1[c:3]([O:13][CH3:14])[c:4]([F:12])[c:5]([C:6](=[O:7])[OH:8])[c:9]([N+:16](=[O:15])[O-:17])[c:10]1[F:11]. Starting materials: COc1c(F)c(C(=O)O)cc(F)c1Br, CCOCC, CCCCCC, O, O=[N+]([O-])O, O=S(=O)(O)O.